From a dataset of the Open Reaction Database (ORD), a public repository of structured organic reaction records. describe an organic reaction: reactants, conditions, products, and yield Starting materials: C(CCC)C=1N(C(N(N1)C1=C(C=CC(=C1)C(NCCCC)=O)Cl)=O)CC1=C(C=C(C=C1)C1=C(C=CC=C1)S(NC(C)(C)C)(=O)=O)F (5-n-Butyl-2-[5-(N-n-butylcarbamoyl)-2-chlorophenyl]-4-[[2'-(N-t-butylsulfamoyl)-3-fluorobiphenyl-4-yl]methyl]-2,4-dihydro-3H-1,2,4-triazol-3-one). Reagents/catalysts: C1(=CC=CC=C1)OC (anisole). The solvent is FC(C(=O)O)(F)F (trifluoroacetic acid). Reaction conditions: time 8 hour. Product: C(CCC)C=1N(C(N(N1)C1=C(C=CC(=C1)C(NCCCC)=O)Cl)=O)CC1=C(C=C(C=C1)C1=C(C=CC=C1)S(N)(=O)=O)F (5-n-Butyl-2-[5-(N-n-butylcarbamoyl)-2-chlorophenyl]-4-[(3-fluoro-2'-sulfamoylbiphenyl-4-yl)methyl]-2,4-dihydro-3H-1,2,4-triazol-3-one). Isolated yield 67.8%. As a reaction SMILES: [CH2:1]([C:5]1[N:6]([CH2:25][C:26]2[CH:31]=[CH:30][C:29]([C:32]3[CH:37]=[CH:36][CH:35]=[CH:34][C:33]=3[S:38](=[O:45])(=[O:44])[NH:39]C(C)(C)C)=[CH:28][C:27]=2[F:46])[C:7](=[O:24])[N:8]([C:10]2[CH:15]=[C:14]([C:16](=[O:22])[NH:17][CH2:18][CH2:19][CH2:20][CH3:21])[CH:13]=[CH:12][C:11]=2[Cl:23])[N:9]=1)[CH2:2][CH2:3][CH3:4]>FC(F)(F)C(O)=O.C1(OC)C=CC=CC=1>[CH2:1]([C:5]1[N:6]([CH2:25][C:26]2[CH:31]=[CH:30][C:29]([C:32]3[CH:37]=[CH:36][CH:35]=[CH:34][C:33]=3[S:38](=[O:44])(=[O:45])[NH2:39])=[CH:28][C:27]=2[F:46])[C:7](=[O:24])[N:8]([C:10]2[CH:15]=[C:14]([C:16](=[O:22])[NH:17][CH2:18][CH2:19][CH2:20][CH3:21])[CH:13]=[CH:12][C:11]=2[Cl:23])[N:9]=1)[CH2:2][CH2:3][CH3:4]. Procedure: A solution of 32 mg (0.048 mmole) of 5-n-butyl-2-[5-(N-n-butylcarbamoyl)-2-chlorophenyl]-4-[[2'-(N-t-butylsulfamoyl)-3-fluorobiphenyl-4-yl]methyl]-2,4-dihydro-3H-1,2,4-triazol-3-one (from Step F) in 0.5 mL of trifluoroacetic acid (TFA) containing 2 drops of anisole was stirred overnight at room temperature. The excess TFA was removed by evaporation under a gentle stream of N2. The residue was reconcentrated from toluene twice in vacuo and flash chromatographed over 15 cc of silica gel (gradient ... The reactants are CCOC(=O)c1oc2cc(OC3CCN(C(=O)OC(C)(C)C)CC3)c(Cl)cc2c1C, Cl, C1COCCO1. Yields the product Cl, CCOC(=O)c1oc2cc(OC3CCNCC3)c(Cl)cc2c1C. Reaction SMILES: [C:1]([O:2][C:3](=[O:4])[N:8]1[CH2:9][CH2:10][CH:11]([O:14][c:15]2[cH:16][c:17]3[c:18]([c:19]([CH3:27])[c:20]([C:22](=[O:23])[O:24][CH2:25][CH3:26])[o:21]3)[cH:28][c:29]2[Cl:30])[CH2:12][CH2:13]1)([CH3:5])([CH3:6])[CH3:7].[ClH:31].[O:32]1[CH2:33][CH2:34][O:35][CH2:36][CH2:37]1>>[ClH:31].[NH:8]1[CH2:9][CH2:10][CH:11]([O:14][c:15]2[cH:16][c:17]3[c:18]([c:19]([CH3:27])[c:20]([C:22](=[O:23])[O:24][CH2:25][CH3:26])[o:21]3)[cH:28][c:29]2[Cl:30])[CH2:12][CH2:13]1.